Dataset: the Open Reaction Database (ORD), a public repository of structured organic reaction records. Task: describe an organic reaction: reactants, conditions, products, and yield The reactants are COc1nc(OC)nc([N+]2(C)CCOCC2)n1, CCC(C)Oc1nc(C(F)(F)F)ccc1C=CC(=O)O, [Cl-], Cl, CS(=O)(=O)Nc1c(F)cc(CN)cc1C#N, O. Product: CCC(C)Oc1nc(C(F)(F)F)ccc1C=CC(=O)NCc1cc(F)c(NS(C)(=O)=O)c(C#N)c1. RXN SMILES: [CH3:20][O:21][c:22]1[n:23][c:24]([O:25][CH3:26])[n:27][c:28]([N+:29]2([CH3:30])[CH2:31][CH2:32][O:33][CH2:34][CH2:35]2)[n:36]1.[CH:37]([CH3:38])([CH2:39][CH3:40])[O:41][c:42]1[n:43][c:44]([C:53]([F:54])([F:55])[F:56])[cH:45][cH:46][c:47]1[CH:48]=[CH:49][C:50](=[O:51])[OH:52].[Cl-:19].[ClH:17].[NH2:1][CH2:2][c:3]1[cH:4][c:5]([F:16])[c:6]([NH:11][S:12](=[O:13])(=[O:14])[CH3:15])[c:7]([C:9]#[N:10])[cH:8]1.[OH2:18]>>[NH:1]([CH2:2][c:3]1[cH:4][c:5]([F:16])[c:6]([NH:11][S:12](=[O:13])(=[O:14])[CH3:15])[c:7]([C:9]#[N:10])[cH:8]1)[C:50]([CH:49]=[CH:48][c:47]1[c:42]([O:41][CH:37]([CH3:38])[CH2:39][CH3:40])[n:43][c:44]([C:53]([F:54])([F:55])[F:56])[cH:45][cH:46]1)=[O:51]. The reactants are ClC1=CC2=C(N(C(=N2)C)C)C=C1Cl (5,6-Dichloro-1,2-Dimethyl-Benzoimidazole), FC(S(=O)(=O)OCCCCCC(=O)OCC)(F)F (Ethyl 6-(Trifluoromethylsulfonyloxy)Hexanoate), ( 357.3 ). Solvent: ClCCl (dichloromethane). Reaction conditions: time 24 hour. Yields the product FC(S(=O)(=O)[O-])(F)F.ClC1=CC2=C([N+](=C(N2C)C)CCCCCC(=O)OCC)C=C1Cl (5,6-Dichloro-1-(6-Ethoxy-6-Oxohexyl)-2,3-Dimethyl-Benzoimidazolium Trifluoromethanesulfonate). The yield is 87.0%. As a reaction SMILES: [Cl:1][C:2]1[C:12]([Cl:13])=[CH:11][C:5]2[N:6]([CH3:10])[C:7]([CH3:9])=[N:8][C:4]=2[CH:3]=1.[F:14][C:15]([F:31])([F:30])[S:16]([O:19][CH2:20][CH2:21][CH2:22][CH2:23][CH2:24][C:25]([O:27][CH2:28][CH3:29])=[O:26])(=[O:18])=[O:17]>ClCCl>[F:14][C:15]([F:31])([F:30])[S:16]([O-:19])(=[O:18])=[O:17].[Cl:13][C:12]1[C:2]([Cl:1])=[CH:3][C:4]2[N+:8]([CH2:20][CH2:21][CH2:22][CH2:23][CH2:24][C:25]([O:27][CH2:28][CH3:29])=[O:26])=[C:7]([CH3:9])[N:6]([CH3:10])[C:5]=2[CH:11]=1 |f:3.4|. Procedure: To 2 (2 g, 1 eq) in 10 mL dichloromethane was added 4 (2.8 g, 1 eq) and stirred in dark for 24 hrs at room temperature. Solvent was evaporated under reduced pressure and the residue was recrystalized from MeOH/diethyl ether to get the white powder as product (4.1 g, 87% yield.) See FIG. 11. 1H NMR: (DMSO) 1.16 (t, 3H), 1.37 (m, 2H), 1.57 (m, 2H), 1.75 (m, 2H), 2.28 (t, 2H), 2.88 (s, 3H), 3.96 (s, 3H), 4.04 (q, 2H), 4.46 (t, 2H), 8.48 (s, 1H), 8.52 (s, 1H). 13C NMR: (DMSO): 10.61, 13.98, 23.90, 2... Starting materials: CCO, CCOC(=O)C1(CCCn2c(=O)ccc3ccc(OC)cc32)CCN(CCSc2cccs2)CC1, [Na+], [OH-], O. Product: COc1ccc2ccc(=O)n(CCCC3(C(=O)O)CCN(CCSc4cccs4)CC3)c2c1. As a reaction SMILES: [CH3:1][CH2:2][OH:3].[CH3:4][O:5][c:6]1[cH:7][cH:8][c:9]2[cH:10][cH:11][c:12](=[O:38])[n:13]([CH2:16][CH2:17][CH2:18][C:19]3([C:33](=[O:34])[O:35][CH2:36][CH3:37])[CH2:20][CH2:21][N:22]([CH2:25][CH2:26][S:27][c:28]4[s:29][cH:30][cH:31][cH:32]4)[CH2:23][CH2:24]3)[c:14]2[cH:15]1.[Na+:40].[OH-:39].[OH2:41]>>[CH3:4][O:5][c:6]1[cH:7][cH:8][c:9]2[cH:10][cH:11][c:12](=[O:38])[n:13]([CH2:16][CH2:17][CH2:18][C:19]3([C:33](=[O:34])[OH:35])[CH2:20][CH2:21][N:22]([CH2:25][CH2:26][S:27][c:28]4[s:29][cH:30][cH:31][cH:32]4)[CH2:23][CH2:24]3)[c:14]2[cH:15]1. The reactants are C(C)(C)C1=CC=C(C=C1)N(C(=O)C1CCCC2=CC=C(C=C12)OC)CC=1C=NNC1 (N-(4-Isopropylphenyl)-7-methoxy-N-[(pyrazol-4-yl)methyl]-1,2,3,4-tetrahydronaphthalene-1-carboxamide), C1(CCCC1)Br (cyclopentyl bromide), [H-].[Na+] (sodium hydride). The solvent is CN(C)C=O (DMF). Run at time 30 minute. The product is C1(CCCC1)N1N=CC(=C1)CN(C(=O)C1CCCC2=CC=C(C=C12)OC)C1=CC=C(C=C1)C(C)C (N-[(1-cyclopentylpyrazol-4-yl)methyl]-N-(4-isopropylphenyl)-7-methoxy-1,2,3,4-tetrahydronaphthalene-1-carboxamide). Reaction SMILES: [CH:1]([C:4]1[CH:9]=[CH:8][C:7]([N:10]([CH2:25][C:26]2[CH:27]=[N:28][NH:29][CH:30]=2)[C:11]([CH:13]2[C:22]3[C:17](=[CH:18][CH:19]=[C:20]([O:23][CH3:24])[CH:21]=3)[CH2:16][CH2:15][CH2:14]2)=[O:12])=[CH:6][CH:5]=1)([CH3:3])[CH3:2].[CH:31]1(Br)[CH2:35][CH2:34][CH2:33][CH2:32]1.[H-].[Na+]>CN(C=O)C>[CH:31]1([N:28]2[CH:27]=[C:26]([CH2:25][N:10]([C:7]3[CH:6]=[CH:5][C:4]([CH:1]([CH3:3])[CH3:2])=[CH:9][CH:8]=3)[C:11]([CH:13]3[C:22]4[C:17](=[CH:18][CH:19]=[C:20]([O:23][CH3:24])[CH:21]=4)[CH2:16][CH2:15][CH2:14]3)=[O:12])[CH:30]=[N:29]2)[CH2:35][CH2:34][CH2:33][CH2:32]1 |f:2.3|. Procedure details: N-(4-Isopropylphenyl)-7-methoxy-N-[(pyrazol-4-yl)methyl]-1,2,3,4-tetrahydronaphthalene-1-carboxamide (0.44 g) and cyclopentyl bromide (0.12 mL) were dissolved in DMF (5 mL), and sodium hydride (0.09 g) was added under ice-cooling. The mixture was stirred at the same temperature for 30 min and then at room temperature for 5 hr. The reaction mixture was concentrated under reduced pressure and partitioned between water and ethyl acetate. The organic layer was washed with saturated brine and dried o... Starting materials: C(C)OC(COC1=C(C=C(C=C1)SC1=CC(=CC(=C1)OCC1CCCC1)Br)C)=O ({4-[3-Bromo-5-cyclopentylmethoxy-phenylsulfanyl)-2-methyl-phenoxy]-acetic acid ethyl ester), C(C#C)N1CCOCC1 (4-prop-2-ynyl-morpholine), C(C)OC(COC1=C(C=C(C=C1)SC1=CC(=CC(=C1)C#CC1=CC=C(C=C1)CO)OCCC1=CC=C(C=C1)Cl)C)=O ({4-[3-[2-(4-Chlorophenyl)-ethoxy]-5-(4-hydroxymethyl-phenylethynyl)-phenylsulfanyl]-2-methyl-phenoxy}-acetic acid ethyl ester). The product is C(C)OC(COC1=C(C=C(C=C1)SC1=CC(=CC(=C1)C#CCN1CCOCC1)OCCC1CCCCC1)C)=O ({4-[3-(2-Cyclohexyl-ethoxy)-5-(3-morpholin-4-yl-prop-1-ynyl)-phenylsulfanyl]-2-methyl-phenoxy}-acetic Acid Ethyl Ester). Reaction SMILES: C(OC(=O)COC1C=CC(SC2C=C(OCC3CCCC3)C=C(Br)C=2)=CC=1C)C.[CH2:30]([N:33]1[CH2:38][CH2:37][O:36][CH2:35][CH2:34]1)[C:31]#[CH:32].[CH2:39]([O:41][C:42](=[O:79])[CH2:43][O:44][C:45]1[CH:50]=[CH:49][C:48]([S:51][C:52]2[CH:57]=[C:56](C#CC3C=CC(CO)=CC=3)[CH:55]=[C:54]([O:68][CH2:69][CH2:70][C:71]3[CH:76]=[CH:75][C:74](Cl)=[CH:73][CH:72]=3)[CH:53]=2)=[CH:47][C:46]=1[CH3:78])[CH3:40]>>[CH2:39]([O:41][C:42](=[O:79])[CH2:43][O:44][C:45]1[CH:50]=[CH:49][C:48]([S:51][C:52]2[CH:57]=[C:56]([C:32]#[C:31][CH2:30][N:33]3[CH2:38][CH2:37][O:36][CH2:35][CH2:34]3)[CH:55]=[C:54]([O:68][CH2:69][CH2:70][CH:71]3[CH2:72][CH2:73][CH2:74][CH2:75][CH2:76]3)[CH:53]=2)=[CH:47][C:46]=1[CH3:78])[CH3:40]. Reported procedure: The title product was prepared from {4-[3-Bromo-5-cyclopentylmethoxy-phenylsulfanyl)-2-methyl-phenoxy]-acetic acid ethyl ester (260 mg; 0.54 mmol) and 4-prop-2-ynyl-morpholine (203.6 mg; 1.63 mmol) applying the procedure described for {4-[3-[2-(4-Chlorophenyl)-ethoxy]-5-(4-hydroxymethyl-phenylethynyl)-phenylsulfanyl]-2-methyl-phenoxy}-acetic acid ethyl ester. The crude product was purified by preparative HPLC (method B). Yield: 80 mg (28%). HPLC-MS: m/z: 523.9 (M)+; Rt: 2.19 min